Dataset: the Open Reaction Database (ORD), a public repository of structured organic reaction records. Task: describe an organic reaction: reactants, conditions, products, and yield Reactants: [N+](=O)([O-])C1=NNC=C1 (3-nitropyrazole), [H-].[Na+] (sodium hydride), O (Water), BrCCC(=O)OCC (ethyl 3-bromopropionate). Solvent: CN(C)C=O (DMF), CN(C)C=O (DMF). Run at time 30 minute. Product: [N+](=O)([O-])C1=NN(C=C1)CCC(=O)OCC (ethyl 3-(3-nitropyrazol-1-yl)propionate). Yield: 45.1%. RXN SMILES: [N+:1]([C:4]1[CH:8]=[CH:7][NH:6][N:5]=1)([O-:3])=[O:2].[H-].[Na+].Br[CH2:12][CH2:13][C:14]([O:16][CH2:17][CH3:18])=[O:15].O>CN(C=O)C>[N+:1]([C:4]1[CH:8]=[CH:7][N:6]([CH2:12][CH2:13][C:14]([O:16][CH2:17][CH3:18])=[O:15])[N:5]=1)([O-:3])=[O:2] |f:1.2|. Procedure: A solution of 3-nitropyrazole (22.6 g.) in dry DMF (25 ml.) was added dropwise over 30 minutes to a suspension of sodium hydride (5.28 g.) in dry DMF (50 ml.) at 0°. The mixture was stirred for 30 minutes, ethyl 3-bromopropionate (36.8 g.) was added over 10 minutes, the mixture was kept at -15° for 17 hours and then allowed to warm to 20°. Water (550 ml.) was added, the solution was extracted with EtOAc (4×100 ml.) and the combined extracts were dried (MgSO4) and evaporated in vacuo to an oil. F...